This data is from the Open Reaction Database (ORD), a public repository of structured organic reaction records. The task is: describe an organic reaction: reactants, conditions, products, and yield The reactants are CCOC(C)=O, CI, O=C(Nc1ccsc1-c1ccccc1)OCC1CN2CCC1CC2. Product: [I-], C[N+]12CCC(CC1)C(COC(=O)Nc1ccsc1-c1ccccc1)C2. As a reaction SMILES: [CH3:27][CH2:28][O:29][C:30]([CH3:31])=[O:32].[I:25][CH3:26].[c:1]1(-[c:7]2[s:8][cH:9][cH:10][c:11]2[NH:12][C:13]([O:14][CH2:15][CH:16]2[CH2:17][N:18]3[CH2:19][CH2:20][CH:21]2[CH2:22][CH2:23]3)=[O:24])[cH:2][cH:3][cH:4][cH:5][cH:6]1>>[I-:25].[c:1]1(-[c:7]2[s:8][cH:9][cH:10][c:11]2[NH:12][C:13]([O:14][CH2:15][CH:16]2[CH2:17][N+:18]3([CH3:26])[CH2:19][CH2:20][CH:21]2[CH2:22][CH2:23]3)=[O:24])[cH:2][cH:3][cH:4][cH:5][cH:6]1. The reactants are [OH-].[NH4+] (ammonium hydroxide), C1(=CC=C(C=C1)S(=O)(=O)Cl)C (p-toluenesulfonyl chloride), ClC=1C=C(C(=O)OO)C=CC1 (3-Chloroperoxybenzoic acid), FC1=CC=C(C=C1)C1=NOC(=C1)CN1C=NC=2C=NC=3C=CC=NC3C21 (1-{[3-(4-fluorophenyl)isoxazol-5-yl]methyl}-1H-imidazo[4,5-c][1,5]naphthyridine). Reagents/catalysts: C1=CC(=CC(=C1)Cl)C(=O)OO (mCPBA). Solvent: ClCCl (dichloromethane). Reaction conditions: time 30 minute. The product is FC1=CC=C(C=C1)C1=NOC(=C1)CN1C=NC=2C=[N+](C=3C=CC=NC3C21)[O-] (1-{[3-(4-fluorophenyl)isoxazol-5-yl]methyl}-5-oxido-1H-imidazo[4,5-c][1,5]naphthyridine). Yield: 85.9%. RXN SMILES: ClC1C=C(C=CC=1)C(OO)=[O:6].[F:12][C:13]1[CH:18]=[CH:17][C:16]([C:19]2[CH:23]=[C:22]([CH2:24][N:25]3[C:37]4[C:36]5[N:35]=[CH:34][CH:33]=[CH:32][C:31]=5[N:30]=[CH:29][C:28]=4[N:27]=[CH:26]3)[O:21][N:20]=2)=[CH:15][CH:14]=1.[OH-].[NH4+].C1(C)C=CC(S(Cl)(=O)=O)=CC=1>ClCCl.C1C=C(Cl)C=C(C(OO)=O)C=1>[F:12][C:13]1[CH:18]=[CH:17][C:16]([C:19]2[CH:23]=[C:22]([CH2:24][N:25]3[C:37]4[C:36]5[N:35]=[CH:34][CH:33]=[CH:32][C:31]=5[N+:30]([O-:6])=[CH:29][C:28]=4[N:27]=[CH:26]3)[O:21][N:20]=2)=[CH:15][CH:14]=1 |f:2.3|. Procedure: 3-Chloroperoxybenzoic acid (mCPBA) (2.4 g of 75% pure material) was added to a suspension of 1-{[3-(4-fluorophenyl)isoxazol-5-yl]methyl}-1H-imidazo[4,5-c][1,5]naphthyridine (2.76 g, 7.99 mmol) in dichloromethane (100 mL). The reaction was stirred at room temperature for 30 minutes; an analysis by TLC then indicated the presence of starting material. Additional mCPBA (0.065 g of 75%) was added, and the reaction was stirred for another 30 minutes and found to be complete by TLC analysis. Concentra... Reactants: COC(=O)C1CCOc2cc(F)c(C#N)cc21, CC#N, [H-], CI, [K+], [K+], [Na+], O=C([O-])[O-]. Yields the product COC(=O)C1(C)CCOc2cc(F)c(C#N)cc21. Reaction SMILES: [C:1](#[N:2])[c:3]1[cH:4][c:5]2[c:10]([cH:11][c:12]1[F:13])[O:9][CH2:8][CH2:7][CH:6]2[C:14](=[O:15])[O:16][CH3:17].[CH3:28][C:29]#[N:30].[H-:27].[I:24][CH3:25].[K+:18].[K+:19].[Na+:26].[O-:20][C:21]([O-:22])=[O:23]>>[C:1](#[N:2])[c:3]1[cH:4][c:5]2[c:10]([cH:11][c:12]1[F:13])[O:9][CH2:8][CH2:7][C:6]2([C:14](=[O:15])[O:16][CH3:17])[CH3:21]. Starting materials: C(C1=CC=CC=C1)=O (benzaldehyde), S(=O)(=O)(C1=CC=C(C)C=C1)C[N+]#[C-] (tosylmethylisocyanide), [C-]#N.[Na+] (NaCN). Product: C1(=CC=CC=C1)[C@@H]1[C@H](N=CO1)S(=O)(=O)C=1C(=CC=CC1)C ((4R*,5R*)-5-Phenyl-4-toluenesulfonyl-4,5-dihydro-1,3-oxazole). RXN SMILES: [CH:1](=[O:8])[C:2]1[CH:7]=[CH:6][CH:5]=[CH:4][CH:3]=1.[S:9]([CH2:19][N+:20]#[C-:21])([C:12]1[CH:18]=[CH:17][C:15](C)=[CH:14][CH:13]=1)(=[O:11])=[O:10].[C-:22]#N.[Na+]>>[C:2]1([C@H:1]2[O:8][CH:21]=[N:20][C@@H:19]2[S:9]([C:12]2[C:13]([CH3:22])=[CH:14][CH:15]=[CH:17][CH:18]=2)(=[O:10])=[O:11])[CH:7]=[CH:6][CH:5]=[CH:4][CH:3]=1 |f:2.3|. Reported procedure: In a manner analogous to Preparation 1, benzaldehyde (0.41 mL, 4.03 mmol), tosylmethylisocyanide (0.75 g, 3.84 mmol) and NaCN (0.02 g, 0.40 mmol) gave the desired compound as a tan solid. MS(ES+) m/z 302.2 (M+H+). Reactants: CC(C)(C)OC(=O)Nc1ccc(N2CCOCC2)cc1Cl, ClCCl, O=C(O)C(F)(F)F. Yields the product Nc1ccc(N2CCOCC2)cc1Cl. Reaction SMILES: [C:1]([O:2][C:3](=[O:4])[NH:7][c:8]1[c:9]([Cl:20])[cH:10][c:11]([N:14]2[CH2:15][CH2:16][O:17][CH2:18][CH2:19]2)[cH:12][cH:13]1)([CH3:5])([CH3:6])[CH3:21].[Cl:29][CH2:30][Cl:31].[OH:22][C:23]([C:24]([F:25])([F:26])[F:27])=[O:28]>>[NH2:7][c:8]1[c:9]([Cl:20])[cH:10][c:11]([N:14]2[CH2:15][CH2:16][O:17][CH2:18][CH2:19]2)[cH:12][cH:13]1. Reactants: ClC1=NC(=CN=C1)C (2-chloro-6-methylpyrazine), ice, C(C)O (ethanol), [O-]S(=O)(=O)OOS(=O)(=O)[O-].[K+].[K+] (potassium peroxodisulfate), [OH-].[Ca+2].[OH-] (calcium hydroxide). The solvent is S(O)(O)(=O)=O (sulfuric acid), C(C)O.O1CCCC1 (ethanol tetrahydrofuran). Run at time 1 day. The product is raw product, CC=1C=NC=C([N+]1[O-])O (6-Methylpyrazine-2-ol-1-oxide). Isolated yield 10.0%. As a reaction SMILES: Cl[C:2]1[CH:7]=[N:6][CH:5]=[C:4]([CH3:8])[N:3]=1.[O-]S(OOS([O-])(=O)=O)(=O)=O.[K+].[K+].C(O)C.[OH-:24].[Ca+2].[OH-:26]>S(=O)(=O)(O)O.C(O)C.O1CCCC1>[CH3:8][C:4]1[CH:5]=[N:6][CH:7]=[C:2]([OH:26])[N+:3]=1[O-:24] |f:1.2.3,5.6.7,9.10|. Procedure: 156 mmol (20 g) 2-chloro-6-methylpyrazine were dissolved in 80 ml 96% sulfuric acid, 222 mmol (63 g) potassium peroxodisulfate were added portion wise at 10° C. and stirring was carried out for 2 days at 10° C. and 1 day at room temperature (see also C. E. Mixan, R. Garth, J. Org. Chem. 1977, 42, 1869-1871). The reaction mixture was poured on 200 g ice, under addition of ethanol neutralization was carried out with calcium hydroxide, then filtered off and washed with ethanol. The filtrate was eva... Starting materials: OCC1=C(N=CN1)CSCCN (2-[(5-Hydroxymethyl-1H-imidazol-4-yl)methylthio]ethylamine), COC1=NS(N=C1OC)(=O)=O (3,4-dimethoxy-1,2,5-thiadiazole 1,1-dioxide), OCC1=C(N=CN1)CSCCNC1=NSN=C1OC (3-{2-[(5-hydroxymethyl-1H-imidazol-4-yl)methylthio]ethylamino}-4-methoxy-1,2,5-thiadiazole), 1,1-dioxide, CN (methylamine). Product: OCC1=C(N=CN1)CSCCNC1=NS(N=C1NC)(=O)=O (3-{2-[(5-Hydroxymethyl-1H-imidazol-4-yl)methylthio]ethylamino}-4-methylamino-1,2,5-thiadiazole 1,1-dioxide). RXN SMILES: [OH:1][CH2:2][C:3]1[NH:7][CH:6]=[N:5][C:4]=1[CH2:8][S:9][CH2:10][CH2:11][NH2:12].CO[C:15]1[C:19](OC)=[N:18][S:17](=[O:23])(=[O:22])[N:16]=1.OCC1NC=[N:28][C:27]=1CSCCNC1C(OC)=NSN=1.CN>>[OH:1][CH2:2][C:3]1[NH:7][CH:6]=[N:5][C:4]=1[CH2:8][S:9][CH2:10][CH2:11][NH:12][C:15]1[C:19]([NH:28][CH3:27])=[N:18][S:17](=[O:23])(=[O:22])[N:16]=1. Procedure: 2-[(5-Hydroxymethyl-1H-imidazol-4-yl)methylthio]ethylamine [prepared according to the procedure described in Belgian Pat. No. 843,840] is reacted with 3,4-dimethoxy-1,2,5-thiadiazole 1,1-dioxide and the resultant 3-{2-[(5-hydroxymethyl-1H-imidazol-4-yl)methylthio]ethylamino}-4-methoxy-1,2,5-thiadiazole, 1,1-dioxide is treated with excess methylamine according to the general procedure described in Example 2, and the title compound is thereby produced.